describe an organic reaction: reactants, conditions, products, and yield From a dataset of the Open Reaction Database (ORD), a public repository of structured organic reaction records. Reactants: ClC=1C=C(C=CC1)N1CCN(CC1)CCCN1C(NN=C1CC)=O (3-[4-(3-chlorophenyl)-1-piperazinyl]propyl-5-ethyl-4H-1,2,4-triazol-3-one), compound 1.4, O(C1=CC=CC=C1)CCCl (2-phenoxyethyl chloride). Product: CCC1=NN(C(=O)N1CCOC=2C=CC=CC2)CCCN3CCN(CC3)C=4C=CC=C(C4)Cl (nefazodone). RXN SMILES: [Cl:1][C:2]1[CH:3]=[C:4]([N:8]2[CH2:13][CH2:12][N:11]([CH2:14][CH2:15][CH2:16][N:17]3C(CC)=N[NH:19][C:18]3=[O:24])[CH2:10][CH2:9]2)[CH:5]=[CH:6][CH:7]=1.[O:25]([CH2:32][CH2:33]Cl)[C:26]1[CH:31]=[CH:30][CH:29]=[CH:28][CH:27]=1>>[CH3:2][CH2:3][C:4]1[N:19]([CH2:33][CH2:32][O:25][C:26]2[CH:31]=[CH:30][CH:29]=[CH:28][CH:27]=2)[C:18](=[O:24])[N:17]([CH2:16][CH2:15][CH2:14][N:11]2[CH2:10][CH2:9][N:8]([C:4]3[CH:5]=[CH:6][CH:7]=[C:2]([Cl:1])[CH:3]=3)[CH2:13][CH2:12]2)[N:8]=1. Procedure details: Nefazodone and two processes for its preparation have) been described in Canadian Patent 1,198,436 and in PCT/EP93/03119 published May 26, 1994. The '436 patent relates to the preparation of 2-phenoxyalkyl-1,2,4 triazol-3-one derivatives Scheme 1 below depicts the two different methods described in the '436 patent. ##STR1## 5-Ethyl-4-(2-phenoxyethyl)-2H-1,2,4-triazol-3-one, compound 1.3 is alkylated with 1-(3-chloropropyl)-4-(3-chlorophenyl)piperazine, compound 1.5 in the presence of base to giv... Starting materials: COC(=O)c1[nH]c2cc(OC)ccc2c1[N+](=O)[O-], CCOC(C)=O, CCO, Cl, [K+], [K+], O=C([O-])[O-]. Yields the product COc1ccc2c([N+](=O)[O-])c(C(=O)O)[nH]c2c1. As a reaction SMILES: [CH3:1][O:2][c:3]1[cH:4][cH:5][c:6]2[c:7]([N+:16](=[O:17])[O-:18])[c:8]([C:12](=[O:13])[O:14][CH3:15])[nH:9][c:10]2[cH:11]1.[CH3:26][CH2:27][O:28][C:29](=[O:30])[CH3:31].[CH3:32][CH2:33][OH:34].[ClH:25].[K+:19].[K+:20].[O-:21][C:22]([O-:23])=[O:24]>>[CH3:1][O:2][c:3]1[cH:4][cH:5][c:6]2[c:7]([N+:16](=[O:17])[O-:18])[c:8]([C:12](=[O:13])[OH:14])[nH:9][c:10]2[cH:11]1. The reactants are C(C)OC(C(=O)OCC)CC1=CC=C(C=C1)O (ethyl 2-ethoxy-3-(4-hydroxy-phenyl)-propionate), N(=NC(=O)OCC)C(=O)OCC (Diethyl azodicarboxylate), C1(=CC=CC=C1)P(C1=CC=CC=C1)C1=CC=CC=C1 (triphenylphosphine), C1=CC=CC=2C3=CC=CC=C3C(C12)=CCO (2-fluoren-9-ylidene-ethanol). Run in C1CCOC1 (THF), C1CCOC1 (THF), O (water). Run at time 5 minute. Product: C(C)OC(C(=O)OCC)CC1=CC=C(C=C1)OCC=C1C2=CC=CC=C2C=2C=CC=CC12 (ethyl 2-ethoxy-3-[4-(2-fluoren-9-ylidene-ethoxy)-phenyl]-propionate). Reaction SMILES: N(C(OCC)=O)=NC(OCC)=O.C1(P(C2C=CC=CC=2)C2C=CC=CC=2)C=CC=CC=1.[CH:32]1[C:44]2[C:43](=[CH:45][CH2:46][OH:47])[C:42]3[C:37](=[CH:38][CH:39]=[CH:40][CH:41]=3)[C:36]=2[CH:35]=[CH:34][CH:33]=1.[CH2:48]([O:50][CH:51]([CH2:57][C:58]1[CH:63]=[CH:62][C:61](O)=[CH:60][CH:59]=1)[C:52]([O:54][CH2:55][CH3:56])=[O:53])[CH3:49]>C1COCC1.O>[CH2:48]([O:50][CH:51]([CH2:57][C:58]1[CH:59]=[CH:60][C:61]([O:47][CH2:46][CH:45]=[C:43]2[C:44]3[CH:32]=[CH:33][CH:34]=[CH:35][C:36]=3[C:37]3[C:42]2=[CH:41][CH:40]=[CH:39][CH:38]=3)=[CH:62][CH:63]=1)[C:52]([O:54][CH2:55][CH3:56])=[O:53])[CH3:49]. Procedure details: Diethyl azodicarboxylate (0.235 ml, 1.49 mmol) was added at 0° C. to a stirred solution of triphenylphosphine (0.392 g, 1.49 mmol) and 2-fluoren-9-ylidene-ethanol (0.208 g, 1.0 mmol) in dry THF (5 ml) and the mixture stirred for 5 min. A solution of ethyl 2-ethoxy-3-(4-hydroxy-phenyl)-propionate (0.356 g, 1.49 mmol) in dry THF (5 ml) was then added, the mixture allowed to warm to room temperature, and stirring continued for 72 h. The resulting mixture was treated with water (50 ml), and the prod... The reactants are CN(C)c1ccc(B(O)O)cc1, [Na+], [Na+], O=C([O-])[O-], C1COCCO1, Cl[Pd]Cl, Cc1ccc(S(=O)(=O)OC(=CC2CCCC2)c2cc3cccnc3n2S(=O)(=O)c2ccccc2)cc1, c1ccc(P(c2ccccc2)c2ccccc2)cc1, c1ccc(P(c2ccccc2)c2ccccc2)cc1. Product: CN(C)c1ccc(C(=CC2CCCC2)c2cc3cccnc3n2S(=O)(=O)c2ccccc2)cc1. As a reaction SMILES: [CH3:37][N:38]([c:39]1[cH:40][cH:41][c:42]([B:45]([OH:46])[OH:47])[cH:43][cH:44]1)[CH3:48].[Na+:49].[Na+:50].[O-:51][C:52](=[O:53])[O-:54].[O:55]1[CH2:56][CH2:57][O:58][CH2:59][CH2:60]1.[Pd:61]([Cl:62])[Cl:63].[c:1]1([S:7](=[O:8])(=[O:9])[n:10]2[c:11]([C:19](=[CH:20][CH:21]3[CH2:22][CH2:23][CH2:24][CH2:25]3)[O:26][S:27]([c:28]3[cH:29][cH:30][c:31]([CH3:32])[cH:33][cH:34]3)(=[O:35])=[O:36])[cH:12][c:13]3[c:14]2[n:15][cH:16][cH:17][cH:18]3)[cH:2][cH:3][cH:4][cH:5][cH:6]1.[c:64]1([P:65]([c:66]2[cH:67][cH:68][cH:69][cH:70][cH:71]2)[c:72]2[cH:73][cH:74][cH:75][cH:76][cH:77]2)[cH:78][cH:79][cH:80][cH:81][cH:82]1.[c:83]1([P:84]([c:85]2[cH:86][cH:87][cH:88][cH:89][cH:90]2)[c:91]2[cH:92][cH:93][cH:94][cH:95][cH:96]2)[cH:97][cH:98][cH:99][cH:100][cH:101]1>>[c:1]1([S:7](=[O:8])(=[O:9])[n:10]2[c:11]([C:19](=[CH:20][CH:21]3[CH2:22][CH2:23][CH2:24][CH2:25]3)[c:42]3[cH:41][cH:40][c:39]([N:38]([CH3:37])[CH3:48])[cH:44][cH:43]3)[cH:12][c:13]3[c:14]2[n:15][cH:16][cH:17][cH:18]3)[cH:2][cH:3][cH:4][cH:5][cH:6]1. Reactants: diethyl-(N-methylcarbamoylmethyl)phosphonate, C[Si]([N-][Si](C)(C)C)(C)C.[K+] (potasium hexamethyldisilazide), FC(C(=O)NC=1N=C2N(C=C(C=C2)C(C2=C(C(=CC=C2)F)F)=O)C1C1=CC=CC=C1)(F)F (2-trifluoroacetamido-3-phenyl-6-(2,3-difluorobenzoyl)-imidazo[1,2-a]pyridine). The solvent is C1CCOC1 (THF), C1CCOC1 (THF). Conditions: temperature -78 celsius, time 2 hour. Product: FC(C(=O)NC=1N=C2N(C=C(C=C2)/C(=C\C(NC)=O)/C2=C(C(=CC=C2)F)F)C1C1=CC=CC=C1)(F)F (2-Trifluoroacetamido-3-phenyl-6-[(E)-1-(2,3-difluorophenyl)-2-methylcarbamoylvinyl]-imidazo[1,2-a]pyridine). Yield: 33.2%. As a reaction SMILES: C[Si](C)(C)[N-][Si](C)(C)C.[K+].[F:11][C:12]([F:42])([F:41])[C:13]([NH:15][C:16]1[N:17]=[C:18]2[CH:23]=[CH:22][C:21]([C:24](=O)[C:25]3[CH:30]=[CH:29][CH:28]=[C:27]([F:31])[C:26]=3[F:32])=[CH:20][N:19]2[C:34]=1[C:35]1[CH:40]=[CH:39][CH:38]=[CH:37][CH:36]=1)=[O:14]>C1COCC1>[F:42][C:12]([F:11])([F:41])[C:13]([NH:15][C:16]1[N:17]=[C:18]2[CH:23]=[CH:22][C:21](/[C:24](/[C:25]3[CH:30]=[CH:29][CH:28]=[C:27]([F:31])[C:26]=3[F:32])=[CH:12]\[C:13](=[O:14])[NH:15][CH3:16])=[CH:20][N:19]2[C:34]=1[C:35]1[CH:40]=[CH:39][CH:38]=[CH:37][CH:36]=1)=[O:14] |f:0.1|. Procedure: The diethyl-(N-methylcarbamoylmethyl)phosphonate (217 mg, 1.04 mmol) in 250 mL of dry THF was placed in a flame dried flask under an argon atmosphere. The solution was cooled to −78° C. before the dropwise addition of potasium hexamethyldisilazide (5.13 mL, 2.56 mmol; 0.5 M in toluene). The mixture was stirred for 2 hours at −78° C. A solution of the 2-trifluoroacetamido-3-phenyl-6-(2,3-difluorobenzoyl)-imidazo[1,2-a]pyridine (300 mg, 0.693 mmol) in 100 mL of dry THF was added dropwise. The reac... The reactants are CC(=O)C (acetone), COP(OC)[O-] (dimethylphosphite), C[O-].[Na+] (sodium methoxide). Run at time 16 hour. Product: OC(C)(C)P(OC)(OC)=O (dimethyl 1-hydroxy-1-methylethylphosphonate). Yield: 59.5%. RXN SMILES: [CH3:1][C:2]([CH3:4])=[O:3].[CH3:5][O:6][P:7]([O-:10])[O:8][CH3:9].C[O-].[Na+]>>[OH:3][C:2]([P:7](=[O:10])([O:8][CH3:9])[O:6][CH3:5])([CH3:4])[CH3:1] |f:2.3|. Procedure: Into a flask fitted with a reflux condenser was placed a mixture of 37 ml (29 g, 0.50 mol) of acetone and 46 ml (55 g, 0.50 ml) of dimethylphosphite followed by 3 ml of saturated methanolic sodium methoxide solution. A vigorous exotherm ensued and the mixture was allowed to stir at RT for about 16 h. A large deposit of crystals formed and were filtered and washed well with ether-hexane (1:1) to give 50 g of dimethyl 1-hydroxy-1-methylethylphosphonate, mp 75°-77° C. As a reaction SMILES: [CH3:1][O:2][C:3]([CH:4]1[N:5]([C:10](=[O:11])[O:12][C:13]([CH3:14])([CH3:15])[CH3:16])[CH2:6][CH:7]([OH:9])[CH2:8]1)=[O:17].[Cl:18][c:19]1[c:20]([O:39][CH3:40])[cH:21][cH:22][c:23]2[c:24]([OH:38])[cH:25][c:26](-[n:29]3[n:30][c:31]([C:34]([F:35])([F:36])[F:37])[cH:32][cH:33]3)[n:27][c:28]12>>[CH3:1][O:2][C:3]([CH:4]1[N:5]([C:10](=[O:11])[O:12][C:13]([CH3:14])([CH3:15])[CH3:16])[CH2:6][CH:7]([O:9][c:24]2[c:23]3[cH:22][cH:21][c:20]([O:39][CH3:40])[c:19]([Cl:18])[c:28]3[n:27][c:26](-[n:29]3[n:30][c:31]([C:34]([F:35])([F:36])[F:37])[cH:32][cH:33]3)[cH:25]2)[CH2:8]1)=[O:17]. Product: COC(=O)C1CC(Oc2cc(-n3ccc(C(F)(F)F)n3)nc3c(Cl)c(OC)ccc23)CN1C(=O)OC(C)(C)C. Reactants: COC(=O)C1CC(O)CN1C(=O)OC(C)(C)C, COc1ccc2c(O)cc(-n3ccc(C(F)(F)F)n3)nc2c1Cl. Run in [OH-].[Na+] (NaOH). The product is ClC=1N=NC(=CC1)OC1=CC=CC=C1 (3-chloro-6-phenoxypyridazine). RXN SMILES: [Cl:1][C:2]1[N:3]=[N:4][C:5](Cl)=[CH:6][CH:7]=1.[C:9]1([OH:15])[CH:14]=[CH:13][CH:12]=[CH:11][CH:10]=1>[OH-].[Na+]>[Cl:1][C:2]1[N:3]=[N:4][C:5]([O:15][C:9]2[CH:14]=[CH:13][CH:12]=[CH:11][CH:10]=2)=[CH:6][CH:7]=1 |f:2.3|. The reactants are ClC=1N=NC(=CC1)Cl (3,6-Dichloropyridazine), C1(=CC=CC=C1)O (phenol). Procedure details: 3,6-Dichloropyridazine (Aldrich, 4.47 g, 30 mmol) in NaOH (10%, 20 mL) was treated with phenol (Aldrich, 1.88 g, 20 mmol) at 100° C. for 15 hours. After cooling to room temperature, the mixture was extracted with ethyl acetate (2×50 mL). The extracts were combined and concentrated under reduced pressure. The title compound was purified by chromatography (SiO2, Hexanes: ethyl acetate=80: 20, Rf. 0.5) as a solid (3.8 g, yield, 92%). 1H NMR (CDCl3, 300 MHz) δ 7.11–7.29 (m, 3H), 7.38–7.55 (m, 4H) pp... The reactants are ClC(=O)OC(C)Cl (1-chloroethyl chloroformate), CCN(C(C)C)C(C)C (Hunig's base), C(C1=CC=CC=C1)N1C[C@@H]([C@H](C1)C1=CC=C(C=C1)Cl)[C@H](C)OC1=NC=C(C=C1)F (2-{(S)-1-[(3R,4S)-1-benzyl-4-(4-chloro-phenyl)-pyrrolidin-3-yl]-ethoxy}-5-fluoro-pyridine). Run in C1(=CC=CC=C1)C (toluene). Run at temperature 100 celsius. Product: ClC1=CC=C(C=C1)[C@@H]1[C@H](CNC1)[C@H](C)OC1=NC=C(C=C1)F (2-{(S)-1-[(3R,4S)-4-(4-Chloro-phenyl)-pyrrolidin-3-yl]-ethoxy}-5-fluoro-pyridine). The yield is 95.6%. Reaction SMILES: C([N:8]1[CH2:12][C@H:11]([C:13]2[CH:18]=[CH:17][C:16]([Cl:19])=[CH:15][CH:14]=2)[C@@H:10]([C@@H:20]([O:22][C:23]2[CH:28]=[CH:27][C:26]([F:29])=[CH:25][N:24]=2)[CH3:21])[CH2:9]1)C1C=CC=CC=1.ClC(OC(Cl)C)=O.CCN(C(C)C)C(C)C>C1(C)C=CC=CC=1>[Cl:19][C:16]1[CH:17]=[CH:18][C:13]([C@H:11]2[CH2:12][NH:8][CH2:9][C@@H:10]2[C@@H:20]([O:22][C:23]2[CH:28]=[CH:27][C:26]([F:29])=[CH:25][N:24]=2)[CH3:21])=[CH:14][CH:15]=1. Procedure details: To a solution of 2-{(S)-1-[(3R,4S)-1-benzyl-4-(4-chloro-phenyl)-pyrrolidin-3-yl]-ethoxy}-5-fluoro-pyridine 310 mg (0.75 mmol) dissolved in toluene (5 mL) were added 0.10 mL (0.98 mmol) of 1-chloroethyl chloroformate and 0.17 mL (0.98 mmol) of Hunig's base. The reaction mixture was heated at 100° C. for one hour. After cooling down to RT, volatiles were removed under vacuo and the crude was dissolved in MeOH (10 mL). The reaction mixture was heated at 85° C. for 30 minutes and after cooling down ... Starting materials: Cl (HCl), C([O-])(O)=O.[Na+] (sodium bicarbonate), C1(=CC=CC=C1)[C@H](N)[C@@H](O)C(=O)O ((2R,3S)-3-phenylisoserine), C(C1=CC=CC=C1)(=O)Cl (benzoyl chloride), Cl (HCl). Solvent: O (water), ClCCl (dichloromethane). Run at time 16 hour. Product: C(C1=CC=CC=C1)(=O)N[C@H]([C@@H](O)C(=O)O)C1=CC=CC=C1 (N-benzoyl-(2R,3S)-3-phenylisoserine). Yield: 72.0%. RXN SMILES: [C:1]1([C@@H:7]([C@H:9]([C:11]([OH:13])=[O:12])[OH:10])[NH2:8])[CH:6]=[CH:5][CH:4]=[CH:3][CH:2]=1.Cl.C(=O)(O)[O-].[Na+].[C:20](Cl)(=[O:27])[C:21]1[CH:26]=[CH:25][CH:24]=[CH:23][CH:22]=1>O.ClCCl>[C:20]([NH:8][C@@H:7]([C:1]1[CH:2]=[CH:3][CH:4]=[CH:5][CH:6]=1)[C@H:9]([C:11]([OH:13])=[O:12])[OH:10])(=[O:27])[C:21]1[CH:26]=[CH:25][CH:24]=[CH:23][CH:22]=1 |f:2.3|. Procedure: To a solution of compound 5.HCl (219 mg, 1.00 mmol) in water (10 mL) containing sodium bicarbonate (500 mg, 5.95 mmol) was added a solution of benzoyl chloride (0.14 mL, 1.20 mmol) in dichloromethane (5.0 mL). The mixture was vigorously stirred for 16 h at room temperature. The reaction mixture was acidified with 0.1N HCl and the crude product was extracted with ethyl acetate (40 mL×3). The combined organic extracts were dried over anhydrous magnesium sulfate and concentrated in vacuo to dryness...